From a dataset of the Open Reaction Database (ORD), a public repository of structured organic reaction records. describe an organic reaction: reactants, conditions, products, and yield The solvent is CO (MeOH). The product is OC1=C(N(C(=C1O)C=1N=NNN1)C1=CC=C(C=C1)OC)C(=O)OCC (ethyl 3,4-dihydroxy-1-(4-methoxyphenyl)-5-(2H-tetrazol-5-yl)-1H-pyrrole-2-carboxylate). RXN SMILES: C([O:8][C:9]1[C:13]([O:14]CC2C=CC=CC=2)=[C:12]([C:22]2[N:23]=[N:24][NH:25][N:26]=2)[N:11]([C:27]2[CH:32]=[CH:31][C:30]([O:33][CH3:34])=[CH:29][CH:28]=2)[C:10]=1[C:35]([O:37][CH2:38][CH3:39])=[O:36])C1C=CC=CC=1>CO.[Pd]>[OH:8][C:9]1[C:13]([OH:14])=[C:12]([C:22]2[N:23]=[N:24][NH:25][N:26]=2)[N:11]([C:27]2[CH:28]=[CH:29][C:30]([O:33][CH3:34])=[CH:31][CH:32]=2)[C:10]=1[C:35]([O:37][CH2:38][CH3:39])=[O:36]. Procedure: A solution of ethyl 3,4-bis(benzyloxy)-1-(4-methoxyphenyl)-5-(2H-tetrazol-5-yl)-1H-pyrrole-2-carboxylate (UL1-090) (85 mg, 0.16 mmol) in MeOH (6 mL) was passed through a Thales ‘H-cube’ cartridge (10% Pd/C) at a flow rate of 1 mL/min at 40° C. under H2 (full H2 mode). The output was concentrated in vacuo. The crude material was dissolved in DCM (5 mL) and washed with 1M HCl (aq.), brine (5 mL), sat. NaHCO3 (aq.) (5 mL), the basic aqueous layer was acidified with 1M HCl (aq.) (5 mL) and washed wi... The reagents and catalysts are [Pd] (Pd/C). The reactants are C(C1=CC=CC=C1)OC1=C(N(C(=C1OCC1=CC=CC=C1)C=1N=NNN1)C1=CC=C(C=C1)OC)C(=O)OCC (ethyl 3,4-bis(benzyloxy)-1-(4-methoxyphenyl)-5-(2H-tetrazol-5-yl)-1H-pyrrole-2-carboxylate). Starting materials: [Cl-].[Na+] (sodium chloride), P(=O)(Br)(Br)Br (Phosphorus oxybromide), OC1=NC2=CC=CC=C2C(=C1)C(=O)O (2-hydroxy-4-quinolinecarboxylic acid), ice water. Conditions: temperature 90 celsius, time 4 hour. Product: BrC1=NC2=CC=CC=C2C(=C1)C(=O)O (2-bromo-4-quinolinecarboxylic acid). RXN SMILES: P(Br)(Br)([Br:3])=O.O[C:7]1[CH:16]=[C:15]([C:17]([OH:19])=[O:18])[C:14]2[C:9](=[CH:10][CH:11]=[CH:12][CH:13]=2)[N:8]=1.[Cl-].[Na+]>>[Br:3][C:7]1[CH:16]=[C:15]([C:17]([OH:19])=[O:18])[C:14]2[C:9](=[CH:10][CH:11]=[CH:12][CH:13]=2)[N:8]=1 |f:2.3|. Reported procedure: Phosphorus oxybromide (5.00 g, 17.4 mmol) was added to commercially available 2-hydroxy-4-quinolinecarboxylic acid (1.00 g, 5.29 mmol), and the mixture was heated with stirring at 90° C. for 4 hours. The reaction solution was added to ice water. To the mixture, sodium chloride was added, and the deposited crystal was collected by filtration, washed with water, and dried to obtain the title compound. Reactants: BrCC1=CC=CC2=CC=CC=C12 (1-(bromomethyl)naphthalene), ClC=1N=CNC1Cl (4,5-dichloroimidazole), [OH-].[K+] (Potassium hydroxide), BrCCCCCC(=O)O (6-bromohexanoic acid), Br (HBr). Run in C(C)#N (acetonitrile). Yields the product [Br-].C(=O)(O)CCCCCN1C=[N+](C(=C1Cl)Cl)CC1=CC=CC2=CC=CC=C12 (1-(5-carboxypentyl)-4,5-dichloro-3-(naphthalen-1-ylmethyl)-1H-imidazol-3-ium bromide). Reaction SMILES: [Cl:1][C:2]1[N:3]=[CH:4][NH:5][C:6]=1[Cl:7].[OH-].[K+].[Br:10][CH2:11][CH2:12][CH2:13][CH2:14][CH2:15][C:16]([OH:18])=[O:17].Br[CH2:20][C:21]1[C:30]2[C:25](=[CH:26][CH:27]=[CH:28][CH:29]=2)[CH:24]=[CH:23][CH:22]=1.Br>C(#N)C>[Br-:10].[C:16]([CH2:15][CH2:14][CH2:13][CH2:12][CH2:11][N:3]1[C:2]([Cl:1])=[C:6]([Cl:7])[N+:5]([CH2:20][C:21]2[C:30]3[C:25](=[CH:26][CH:27]=[CH:28][CH:29]=3)[CH:24]=[CH:23][CH:22]=2)=[CH:4]1)([OH:18])=[O:17] |f:1.2,7.8|. Procedure details: 4,5-dichloroimidazole (1.00 g, 7.36 mmol) was dissolved in acetonitrile. Potassium hydroxide (0.828 g, 14.72 mmol) was added to the solution and allowed to reflux for 30 min. 1 equivalent of 6-bromohexanoic acid (1.44 g, 7.36 mmol) was added to the solution and refluxed for 5 h. Solution was filtered to remove the KBr precipitate and placed back onto reflux. An equivalent of 1-(bromomethyl)naphthalene (1.63 g, 7.36 mmol) was added to solution and refluxed for 2.5 h. The solution was neutralized ... Product: N#Cc1ccccc1N1CCOCC1. Reactants: C1COCCN1, CC#N, N#Cc1ccccc1F. As a reaction SMILES: [CH2:10]1[CH2:11][O:12][CH2:13][CH2:14][NH:15]1.[CH3:16][C:17]#[N:18].[F:1][c:2]1[c:3]([C:4]#[N:5])[cH:6][cH:7][cH:8][cH:9]1>>[c:2]1([N:15]2[CH2:10][CH2:11][O:12][CH2:13][CH2:14]2)[c:3]([C:4]#[N:5])[cH:6][cH:7][cH:8][cH:9]1. Starting materials: NC1=NC=CC=C1 (2-aminopyridine), C(C)(C)(C)C1=CC=C(C(CCl)=O)C=C1 (4-tert-butylphenacyl chloride), C([O-])(O)=O.[Na+] (sodium bicarbonate). Solvent: C(C)(C)O (isopropanol). Run at temperature 80 celsius. The product is C(C)(C)(C)C1=CC=C(C=C1)C=1N=C2N(C=CC=C2)C1 (2-(4-tert-Butyl-phenyl)-imidazo[1,2-a]pyridine). Yield: 61.8%. Reaction SMILES: [NH2:1][C:2]1[CH:7]=[CH:6][CH:5]=[CH:4][N:3]=1.[C:8]([C:12]1[CH:21]=[CH:20][C:15]([C:16](=O)[CH2:17]Cl)=[CH:14][CH:13]=1)([CH3:11])([CH3:10])[CH3:9].C(=O)(O)[O-].[Na+]>C(O)(C)C>[C:8]([C:12]1[CH:13]=[CH:14][C:15]([C:16]2[N:1]=[C:2]3[CH:7]=[CH:6][CH:5]=[CH:4][N:3]3[CH:17]=2)=[CH:20][CH:21]=1)([CH3:11])([CH3:10])[CH3:9] |f:2.3|. Procedure details: A solution of 2-aminopyridine (0.512 g, 5.44 mmol) and 4-tert-butylphenacyl chloride (1.26 g, 5.98 mmol) in isopropanol (16 mL) was treated with sodium bicarbonate (0.914 g, 10.9 mmol) and heated in a sealed tube at 80° C. overnight. The mixture was concentrated under reduced pressure, re-dissolved in ethyl acetate (200 mL) and washed with water (2×100 mL) and saturated sodium chloride (100 mL). The organic layer was dried over magnesium sulfate, filtered and concentrated under reduced pressure.... The reactants are NC1=C(C=CC=C1)C1=C(C=NN1)[N+](=O)[O-] (5-(o-Aminophenyl)-4-nitropyrazole), C(\C=C\C)=O (crotonaldehyde). The product is [N+](=O)([O-])C=1C=NN2C(NC=3C=CC=CC3C21)C=CC (1-nitro-5-propenyl-5,6-dihydropyrazolo[1,5-c]quinazoline). Isolated yield 83.0%. RXN SMILES: [NH2:1][C:2]1[CH:7]=[CH:6][CH:5]=[CH:4][C:3]=1[C:8]1[NH:12][N:11]=[CH:10][C:9]=1[N+:13]([O-:15])=[O:14].[CH:16](=O)/[CH:17]=[CH:18]/[CH3:19]>>[N+:13]([C:9]1[CH:10]=[N:11][N:12]2[C:8]=1[C:3]1[CH:4]=[CH:5][CH:6]=[CH:7][C:2]=1[NH:1][CH:16]2[CH:17]=[CH:18][CH3:19])([O-:15])=[O:14]. Procedure details: 5-(o-Aminophenyl)-4-nitropyrazole is reacted with crotonaldehyde as described in Example 11 to give 1-nitro-5-propenyl-5,6-dihydropyrazolo[1,5-c]quinazoline. M.p.: 115°-117° C. Yield: 83%.